From a dataset of the Open Reaction Database (ORD), a public repository of structured organic reaction records. describe an organic reaction: reactants, conditions, products, and yield The reactants are CC(=O)O, CCCC[SnH](CCCC)CCCC, C=CCOC(=O)Nc1cccc(-c2nc(C(C)C)sc2-c2ccnc(Cl)n2)c1, ClCCl. The product is CC(C)c1nc(-c2cccc(N)c2)c(-c2ccnc(Cl)n2)s1. RXN SMILES: [C:42]([OH:43])(=[O:44])[CH3:45].[CH2:29]([SnH:30]([CH2:31][CH2:32][CH2:33][CH3:34])[CH2:35][CH2:36][CH2:37][CH3:38])[CH2:39][CH2:40][CH3:41].[Cl:1][c:2]1[n:3][cH:4][cH:5][c:6](-[c:8]2[c:9](-[c:16]3[cH:17][c:18]([NH:22][C:23](=[O:24])[O:25][CH2:26][CH:27]=[CH2:28])[cH:19][cH:20][cH:21]3)[n:10][c:11]([CH:13]([CH3:14])[CH3:15])[s:12]2)[n:7]1.[Cl:46][CH2:47][Cl:48]>>[Cl:1][c:2]1[n:3][cH:4][cH:5][c:6](-[c:8]2[c:9](-[c:16]3[cH:17][c:18]([NH2:22])[cH:19][cH:20][cH:21]3)[n:10][c:11]([CH:13]([CH3:14])[CH3:15])[s:12]2)[n:7]1. The reactants are C(C)(C)N(CC)C(C)C (diisopropylethylamine), ClC1=C(C=NN1C)[N+](=O)[O-] (5-chloro-1-methyl-4-nitro-1H-pyrazole), N1(CCNCCC1)C(=O)OC(C)(C)C (tert-butyl 1,4-diazepane-1-carboxylate). Run in C(C)O (Ethanol). The product is CN1N=CC(=C1N1CCN(CCC1)C(=O)OC(C)(C)C)[N+](=O)[O-] (tert-butyl 4-(2-methyl-4-nitro-pyrazol-3-yl)-1,4-diazepane-1-carboxylate). The yield is 68.4%. RXN SMILES: Cl[C:2]1[N:6]([CH3:7])[N:5]=[CH:4][C:3]=1[N+:8]([O-:10])=[O:9].[N:11]1([C:18]([O:20][C:21]([CH3:24])([CH3:23])[CH3:22])=[O:19])[CH2:17][CH2:16][CH2:15][NH:14][CH2:13][CH2:12]1.C(N(C(C)C)CC)(C)C>C(O)C>[CH3:7][N:6]1[C:2]([N:14]2[CH2:15][CH2:16][CH2:17][N:11]([C:18]([O:20][C:21]([CH3:24])([CH3:23])[CH3:22])=[O:19])[CH2:12][CH2:13]2)=[C:3]([N+:8]([O-:10])=[O:9])[CH:4]=[N:5]1. Reported procedure: To a microwave reaction vial was added 5-chloro-1-methyl-4-nitro-1H-pyrazole (500 mg, 3.10 mmol), tert-butyl 1,4-diazepane-1-carboxylate (744 mg, 3.72 mmol). Ethanol (15 mL) and diisopropylethylamine (3.23 mL, 18.57 mmol) were added and the mixture was irradiated with a microwave for 60 min at 130° C. The mixture was cooled, concentrated and purified via flash chromatography, ethyl acetate/heptane 0% to 100% to afford yellow oil tert-butyl 4-(2-methyl-4-nitro-pyrazol-3-yl)-1,4-diazepane-1-carbox...